This data is from the Open Reaction Database (ORD), a public repository of structured organic reaction records. The task is: describe an organic reaction: reactants, conditions, products, and yield Starting materials: C1(=CC=CC=C1)SC1C(C2C(CC2C1)=O)C(=O)OC(C1=CC=CC=C1)C1=CC=CC=C1 (3-phenylthio-7-oxobicyclo[3.2.0]heptan-2-carboxylic acid, diphenylmethyl ester), N1=CC=CC=C1 (pyridine), S(=O)(=O)(Cl)Cl (sulfonyl chloride). Solvent: C(Cl)Cl (methylene chloride). The product is C1(=CC=CC=C1)SC1=C(C2C(CC2C1)=O)C(=O)OC(C1=CC=CC=C1)C1=CC=CC=C1 (3-Phenylthio-7-oxobicyclo[3.2.0]hept-2-en-2-carboxylic Acid, Diphenylmethyl Ester). Reaction SMILES: [C:1]1([S:7][CH:8]2[CH2:14][CH:13]3[CH:10]([C:11](=[O:15])[CH2:12]3)[CH:9]2[C:16]([O:18][CH:19]([C:26]2[CH:31]=[CH:30][CH:29]=[CH:28][CH:27]=2)[C:20]2[CH:25]=[CH:24][CH:23]=[CH:22][CH:21]=2)=[O:17])[CH:6]=[CH:5][CH:4]=[CH:3][CH:2]=1.N1C=CC=CC=1.S(Cl)(Cl)(=O)=O>C(Cl)Cl>[C:1]1([S:7][C:8]2[CH2:14][CH:13]3[CH:10]([C:11](=[O:15])[CH2:12]3)[C:9]=2[C:16]([O:18][CH:19]([C:26]2[CH:27]=[CH:28][CH:29]=[CH:30][CH:31]=2)[C:20]2[CH:21]=[CH:22][CH:23]=[CH:24][CH:25]=2)=[O:17])[CH:2]=[CH:3][CH:4]=[CH:5][CH:6]=1. Procedure details: A 500 mL, 3-neck flask fitted with an argon inlet, septum cap, thermometer, and stir bar was charged with 7.2 g of 3-phenylthio-7-oxobicyclo[3.2.0]heptan-2-carboxylic acid, diphenylmethyl ester, prepared by the procedure of Paragraph A, dissolved in 200 mL of methylene chloride. To this rapidly stirred solution at -65° was added 5.7 mL of pyridine in one portion, then 1.85 mL of sulfonyl chloride dropwise, slowly. This solution was stirred between -60° and -55° C. for 30 min and then it was pour... The reactants are CC1=CC=C(C=C1)C(C(=C)C)O ((3E)-(4-Methylphenyl)-2-methyl-2-propen-1-ol), C=COCCOCCOCCOC=C (tri (ethylene glycol) divinyl ether). The reagents and catalysts are C(C)(=O)[O-].[Hg+2].C(C)(=O)[O-] (mercury(II) acetate). The solvent is heptanes. Product: CC(C(CC=O)C1=CC=C(C=C1)C)=C (4-Methyl-3-(4-methylphenyl)-4-pentenal). Isolated yield 45.4%. Reaction SMILES: [CH3:1][C:2]1[CH:7]=[CH:6][C:5]([CH:8](O)[C:9]([CH3:11])=[CH2:10])=[CH:4][CH:3]=1.[CH2:13]=[CH:14][O:15]CCOCCOCCOC=C>C([O-])(=O)C.[Hg+2].C([O-])(=O)C>[CH3:11][C:9](=[CH2:10])[CH:8]([C:5]1[CH:6]=[CH:7][C:2]([CH3:1])=[CH:3][CH:4]=1)[CH2:13][CH:14]=[O:15] |f:2.3.4|. Procedure: (3E)-(4-Methylphenyl)-2-methyl-2-propen-1-ol (17.33 g, 0.102 mol), tri (ethylene glycol) divinyl ether (Aldrich 98%, 20.5 g, 0.102 mol) and mercury(II) acetate (1 g, 0.003 mol) were heated together under nitrogen at 155-160° C. (bath temperature) for 3 hours. After cooling to room temperature, the reaction was diluted with heptanes, washed with water (3 times). Each aqueous phase was re-extracted with heptanes. Combined extracts were dried over solid anhydrous sodium sulfate. The solid was filte...